describe an organic reaction: reactants, conditions, products, and yield From a dataset of the Open Reaction Database (ORD), a public repository of structured organic reaction records. Reactants: C[Al](C)C, O=C([O-])c1ccc(Nc2nccc(-c3ccccc3)n2)c(Cl)c1, ClCCl, N, C1COCCO1. Product: NC(=O)c1ccc(Nc2nccc(-c3ccccc3)n2)c(Cl)c1. Reaction SMILES: [CH3:1][Al:2]([CH3:3])[CH3:4].[Cl:12][c:13]1[cH:14][c:15]([C:16](=[O:17])[O-:18])[cH:19][cH:20][c:21]1[NH:22][c:23]1[n:24][cH:25][cH:26][c:27](-[c:29]2[cH:30][cH:31][cH:32][cH:33][cH:34]2)[n:28]1.[Cl:35][CH2:36][Cl:37].[NH3:5].[O:6]1[CH2:7][CH2:8][O:9][CH2:10][CH2:11]1>>[NH2:5][C:16]([c:15]1[cH:14][c:13]([Cl:12])[c:21]([NH:22][c:23]2[n:24][cH:25][cH:26][c:27](-[c:29]3[cH:30][cH:31][cH:32][cH:33][cH:34]3)[n:28]2)[cH:20][cH:19]1)=[O:17]. Reactants: CC=1NC2=CC=CC(=C2C1)OCC1=CC=CC=C1 (2-methyl-4-[(phenylmethyl)oxy]-1H-indole), BrC1=CC(=C(C=C1)O)F (4-bromo-2-fluorophenol), C([O-])([O-])=O.[K+].[K+] (potassium carbonate). The reagents and catalysts are [Cu](I)I (copper iodide). The solvent is CN1C(CCC1)=O (N-methyl-2-pyrrolidinone). Run at temperature 190 celsius. Yields the product FC1=C(C=CC(=C1)N1C(=CC2=C(C=CC=C12)OCC1=CC=CC=C1)C)O (2-Fluoro-4-{2-methyl-4-[(phenylmethyl)oxy]-1H-indol-1-yl}phenol). As a reaction SMILES: [CH3:1][C:2]1[NH:3][C:4]2[C:9]([CH:10]=1)=[C:8]([O:11][CH2:12][C:13]1[CH:18]=[CH:17][CH:16]=[CH:15][CH:14]=1)[CH:7]=[CH:6][CH:5]=2.Br[C:20]1[CH:25]=[CH:24][C:23]([OH:26])=[C:22]([F:27])[CH:21]=1.C(=O)([O-])[O-].[K+].[K+]>CN1CCCC1=O.[Cu](I)I>[F:27][C:22]1[CH:21]=[C:20]([N:3]2[C:4]3[C:9](=[C:8]([O:11][CH2:12][C:13]4[CH:18]=[CH:17][CH:16]=[CH:15][CH:14]=4)[CH:7]=[CH:6][CH:5]=3)[CH:10]=[C:2]2[CH3:1])[CH:25]=[CH:24][C:23]=1[OH:26] |f:2.3.4|. Procedure details: To a solution of 2-methyl-4-[(phenylmethyl)oxy]-1H-indole {WO9204321} (440 mg, 1.86 mmol) in N-methyl-2-pyrrolidinone (4 mL) was added 4-bromo-2-fluorophenol (0.205 mL, 1.87 mmol), copper iodide (70 mg, 0.37 mmol) and potassium carbonate (641 mg, 4.64 mmol). The reaction mixture was heated in a Biotage Initiator™ Microwave Synthesizer at 190° C. for 6 hours. The mixture was filtered through a pad of Celite which was subsequently washed with ethyl acetate. The ethyl acetate solution was washed wi... The reactants are FC1=CC=C(CBr)C=C1 (4-Fluorobenzyl bromide), C([O-])([O-])=O.[K+].[K+] (potassium carbonate), C(C)NC([O-])=O.OC=1C(=CC=2C(C3C(CNC3)C2C1)C)Cl (N-ethylcarbamate 5-hydroxy-6-chloro-8-methyl-1,2,3,3a,8,8a-hexahydroindeno[1,2-c]pyrrole). The solvent is C(C)#N (acetonitrile). Run at temperature 80 celsius, time 8 hour. Yields the product FC1=CC=C(COC=2C(=CC=3C(C4C(CNC4)C3C2)C)Cl)C=C1 (5-(4-Fluorobenzyloxy)-6-chloro-8-methyl-1,2,3,3a,8,8a-hexahydroindeno[1,2-c]pyrrole). Reaction SMILES: [F:1][C:2]1[CH:9]=[CH:8][C:5]([CH2:6]Br)=[CH:4][CH:3]=1.C(=O)([O-])[O-].[K+].[K+].C(NC(=O)[O-])C.[OH:22][C:23]1[C:24]([Cl:36])=[CH:25][C:26]2[CH:27]([CH3:35])[CH:28]3[CH2:32][NH:31][CH2:30][CH:29]3[C:33]=2[CH:34]=1>C(#N)C>[F:1][C:2]1[CH:9]=[CH:8][C:5]([CH2:6][O:22][C:23]2[C:24]([Cl:36])=[CH:25][C:26]3[CH:27]([CH3:35])[CH:28]4[CH2:32][NH:31][CH2:30][CH:29]4[C:33]=3[CH:34]=2)=[CH:4][CH:3]=1 |f:1.2.3,4.5|. Reported procedure: 4-Fluorobenzyl bromide (23 μL, 0.19 mmol) and potassium carbonate (100 mg, 0.78 mmol) were added to a solution of N-ethylcarbamate-5-hydroxy-6-chloro-8-methyl-1,2,3,3a,8,8a-hexahydroindeno[1,2-c]pyrrole (from Example 5, Step A) (46 mg, 0.16 mmol) in acetonitrile (3 mL), and stirred overnight at 80° C. The reaction was cooled to room temperature, concentrated by rotary evaporation and taken up in H2O (5 mL). The product was extracted with EtOAc (3×10 mL). The combined organic extracts were dried ... Starting materials: CC(C)(C)O, Cc1[nH]nc(-c2ccc(F)cc2)c1-c1ccncc1, [K+], O=[Mn](=O)(=O)[O-], O. Product: O=C(O)c1n[nH]c(-c2ccc(F)cc2)c1-c1ccncc1. Reaction SMILES: [CH3:27][C:28]([OH:29])([CH3:30])[CH3:31].[F:1][c:2]1[cH:3][cH:4][c:5](-[c:8]2[n:9][nH:10][c:11]([CH3:19])[c:12]2-[c:13]2[cH:14][cH:15][n:16][cH:17][cH:18]2)[cH:6][cH:7]1.[K+:25].[Mn:20](=[O:21])([O-:22])(=[O:23])=[O:24].[OH2:26]>>[F:1][c:2]1[cH:3][cH:4][c:5](-[c:8]2[nH:9][n:10][c:11]([C:19]([OH:21])=[O:26])[c:12]2-[c:13]2[cH:14][cH:15][n:16][cH:17][cH:18]2)[cH:6][cH:7]1. The reactants are C=CCBr, CN(C)C=O, [Na+], [OH-], COC(=O)COc1cccc(C=CC(=O)c2c(O)cc(C)n(C)c2=O)c1. Yields the product C=CCOc1cc(C)n(C)c(=O)c1C(=O)C=Cc1cccc(OCC(=O)OC)c1. Reaction SMILES: [CH2:29]([CH:30]=[CH2:31])[Br:32].[CH3:33][N:34]([CH3:35])[CH:36]=[O:37].[Na+:28].[OH-:27].[OH:1][c:2]1[c:3]([C:11]([CH:12]=[CH:13][c:14]2[cH:15][c:16]([O:20][CH2:21][C:22](=[O:23])[O:24][CH3:25])[cH:17][cH:18][cH:19]2)=[O:26])[c:4](=[O:10])[n:5]([CH3:9])[c:6]([CH3:8])[cH:7]1>>[O:1]([c:2]1[c:3]([C:11]([CH:12]=[CH:13][c:14]2[cH:15][c:16]([O:20][CH2:21][C:22](=[O:23])[O:24][CH3:25])[cH:17][cH:18][cH:19]2)=[O:26])[c:4](=[O:10])[n:5]([CH3:9])[c:6]([CH3:8])[cH:7]1)[CH2:31][CH:30]=[CH2:29]. Starting materials: BrC=1C=C(C=C(C1)OCC1=CC=C(C=C1)OC)NC=1C=NC=CC1 ([3-bromo-5-(4-methoxy-benzyloxy)-phenyl]-pyridin-3-yl-amine), CC1(OB(OC1(C)C)C1=C2C=CNC2=CC=C1)C (4-(4,4,5,5-tetramethyl-[1,3,2]dioxaborolan-2-yl)-1H-indole), CI (methyl iodide). Yields the product CN1C=CC2=C(C=CC=C12)B1OC(C(O1)(C)C)(C)C (1-Methyl-4-(4,4,5,5-tetramethyl-[1,3,2]dioxaborolan-2-yl)-1H-indole), CN1C=CC2=C(C=CC=C12)C=1C=C(C=C(C1)NC=1C=NC=CC1)O (3-(1-methyl-1H-indol-4-yl)-5-(pyridin-3-ylamino)-phenol). RXN SMILES: [CH3:1][C:2]1([CH3:18])[C:6]([CH3:8])([CH3:7])[O:5][B:4]([C:9]2[CH:17]=[CH:16][CH:15]=[C:14]3[C:10]=2[CH:11]=[CH:12][NH:13]3)[O:3]1.[CH3:19]I.Br[C:22]1[CH:23]=[C:24]([NH:38][C:39]2[CH:40]=[N:41][CH:42]=[CH:43][CH:44]=2)[CH:25]=[C:26]([O:28]CC2C=CC(OC)=CC=2)[CH:27]=1>>[CH3:22][N:13]1[C:14]2[C:10](=[C:9]([B:4]3[O:3][C:2]([CH3:18])([CH3:1])[C:6]([CH3:7])([CH3:8])[O:5]3)[CH:17]=[CH:16][CH:15]=2)[CH:11]=[CH:12]1.[CH3:19][N:13]1[C:14]2[C:10](=[C:9]([C:22]3[CH:27]=[C:26]([OH:28])[CH:25]=[C:24]([NH:38][C:39]4[CH:40]=[N:41][CH:42]=[CH:43][CH:44]=4)[CH:23]=3)[CH:17]=[CH:16][CH:15]=2)[CH:11]=[CH:12]1. Procedure details: 1-Methyl-4-(4,4,5,5-tetramethyl-[1,3,2]dioxaborolan-2-yl)-1H-indole was prepared from 4-(4,4,5,5-tetramethyl-[1,3,2]dioxaborolan-2-yl)-1H-indole and methyl iodide, and was coupled with [3-bromo-5-(4-methoxy-benzyloxy)-phenyl]-pyridin-3-yl-amine in the same manner as described for Example 25. Deprotection was carried out as described for Example 34 to give 3-(1-methyl-1H-indol-4-yl)-5-(pyridin-3-ylamino)-phenol. 1H NMR (400 MHz, CD3OD): δ 8.32 (br s, 1H), 7.98 (br s, 1H), 7.70 (d, J=8.6 Hz, 1H), ... Reactants: ClC1=C(C(=O)O)C=CC(=C1)[N+](=O)[O-] (2-chloro-4-nitrobenzoic acid), FC1=CC=C(N)C=C1 (4-fluoroaniline), CN1CCOCC1 (N-methylmorpholine). The reagents and catalysts are [Cu] (copper), [Cu]Cl (copper (I) chloride). The solvent is CN(C(C)=O)C (N,N-dimethylacetamide). Conditions: temperature 115 celsius, time 10 hour. Product: FC1=CC=C(NC2=C(C(=O)O)C=CC(=C2)[N+](=O)[O-])C=C1 (2-(4-fluoroanilino)-4-nitrobenzoic acid). RXN SMILES: Cl[C:2]1[CH:10]=[C:9]([N+:11]([O-:13])=[O:12])[CH:8]=[CH:7][C:3]=1[C:4]([OH:6])=[O:5].[F:14][C:15]1[CH:21]=[CH:20][C:18]([NH2:19])=[CH:17][CH:16]=1.CN1CCOCC1>[Cu].[Cu]Cl.CN(C)C(=O)C>[F:14][C:15]1[CH:21]=[CH:20][C:18]([NH:19][C:2]2[CH:10]=[C:9]([N+:11]([O-:13])=[O:12])[CH:8]=[CH:7][C:3]=2[C:4]([OH:6])=[O:5])=[CH:17][CH:16]=1. Reported procedure: To N,N-dimethylacetamide 150 mL solution of 2-chloro-4-nitrobenzoic acid 30 g, were added 4-fluoroaniline 29 mL, copper powder 2.8 g, copper (I) chloride 5.3 g and N-methylmorpholine 33 mL at room temperature, and it was stirred at 110 to 120° C. for 10 hours. After the reaction mixture was cooled to room temperature, insoluble matter was filtrated, and 1.0 mol/L hydrochloric acid 700 mL and ethyl acetate 700 mL were added to it. The organic layer was separated and collected,dried over anhydrous...